Dataset: the Open Reaction Database (ORD), a public repository of structured organic reaction records. Task: describe an organic reaction: reactants, conditions, products, and yield Reaction conditions: time 10 minute. Reactants: OCCCNC(C(F)(F)F)=O (N-(3-hydroxypropyl)trifluoroacetamide), C(=O)(O)[O-].[Na+] (NaHCO3), CCOCC (Et2O), CC(=O)OI1(C=2C=CC=CC2C(=O)O1)(OC(=O)C)OC(=O)C (Dess-Martin periodinane). The product is O=CCCNC(C(F)(F)F)=O (N-(3-oxopropyl)trifluoroacetamide). RXN SMILES: [OH:1][CH2:2][CH2:3][CH2:4][NH:5][C:6](=[O:11])[C:7]([F:10])([F:9])[F:8].CC(OI1(OC(C)=O)(OC(C)=O)OC(=O)C2C=CC=CC1=2)=O.C([O-])(O)=O.[Na+].CCOCC>C(Cl)Cl>[O:1]=[CH:2][CH2:3][CH2:4][NH:5][C:6](=[O:11])[C:7]([F:9])([F:10])[F:8] |f:2.3|. Run in C(Cl)Cl (DCM). Procedure details: To a solution of N-(3-hydroxypropyl)trifluoroacetamide (1.6 g, 9.3 mmol) in anhydroud DCM (10 mL) cooled to 0° C. was added a solution of Dess-Martin periodinane (30 mL of 15 wt % in DCM; 14 mmol). Stirring was continued at 0° C. for 10 min, then the mixture was allowed to warm to room temperature and stirring was continued for 2 h. The mixture was poured onto a biphasic mixture of saturated aqueous NaHCO3 (60 mL) and Et2O (60 mL) and stirred vigorously for 20 min. The forming precipitate was el... Reactants: c1ccc(CN2CC3OC3C2)cc1, CO, CCOC(C)=O, NC(=O)c1ccc(O)cc1. Yields the product NC(=O)c1ccc(OC2CN(Cc3ccccc3)CC2O)cc1. As a reaction SMILES: [CH2:1]([c:2]1[cH:3][cH:4][cH:5][cH:6][cH:7]1)[N:8]1[CH2:9][CH:10]2[CH:11]([CH2:12]1)[O:13]2.[CH3:24][OH:25].[CH3:26][CH2:27][O:28][C:29](=[O:30])[CH3:31].[OH:14][c:15]1[cH:16][cH:17][c:18]([C:19](=[O:20])[NH2:21])[cH:22][cH:23]1>>[CH2:1]([c:2]1[cH:3][cH:4][cH:5][cH:6][cH:7]1)[N:8]1[CH2:9][CH:10]([OH:13])[CH:11]([O:14][c:15]2[cH:16][cH:17][c:18]([C:19](=[O:20])[NH2:21])[cH:22][cH:23]2)[CH2:12]1. Reactants: Brc1cccc(Br)c1, CCCC[N+](CCCC)(CCCC)CCCC, CCB(CC)c1cccnc1, COCCOC, CCOC(C)=O, [Na+], [Na+], O=C([O-])[O-], [OH-], O, c1ccc(P(c2ccccc2)(c2ccccc2)[Pd](P(c2ccccc2)(c2ccccc2)c2ccccc2)(P(c2ccccc2)(c2ccccc2)c2ccccc2)P(c2ccccc2)(c2ccccc2)c2ccccc2)cc1. The product is Brc1cccc(-c2cccnc2)c1. Reaction SMILES: [Br:1][c:2]1[cH:3][cH:4][cH:5][c:6]([Br:7])[cH:8]1.[CH2:21]([N+:22]([CH2:23][CH2:24][CH2:25][CH3:26])([CH2:27][CH2:28][CH2:29][CH3:30])[CH2:31][CH2:32][CH2:33][CH3:34])[CH2:35][CH2:36][CH3:37].[CH2:9]([B:10]([CH2:11][CH3:18])[c:12]1[cH:13][n:14][cH:15][cH:16][cH:17]1)[CH3:19].[CH3:45][O:46][CH2:47][CH2:48][O:49][CH3:50].[CH3:51][CH2:52][O:53][C:54](=[O:55])[CH3:56].[Na+:38].[Na+:39].[O-:40][C:41](=[O:42])[O-:43].[OH-:20].[OH2:44].[cH:57]1[cH:58][cH:59][c:60]([P:61]([Pd:62]([P:63]([c:64]2[cH:65][cH:66][cH:67][cH:68][cH:69]2)([c:70]2[cH:71][cH:72][cH:73][cH:74][cH:75]2)[c:76]2[cH:77][cH:78][cH:79][cH:80][cH:81]2)([P:82]([c:83]2[cH:84][cH:85][cH:86][cH:87][cH:88]2)([c:89]2[cH:90][cH:91][cH:92][cH:93][cH:94]2)[c:95]2[cH:96][cH:97][cH:98][cH:99][cH:100]2)[P:101]([c:102]2[cH:103][cH:104][cH:105][cH:106][cH:107]2)([c:108]2[cH:109][cH:110][cH:111][cH:112][cH:113]2)[c:114]2[cH:115][cH:116][cH:117][cH:118][cH:119]2)([c:120]2[cH:121][cH:122][cH:123][cH:124][cH:125]2)[c:126]2[cH:127][cH:128][cH:129][cH:130][cH:131]2)[cH:132][cH:133]1>>[c:2]1(-[c:12]2[cH:13][n:14][cH:15][cH:16][cH:17]2)[cH:3][cH:4][cH:5][c:6]([Br:7])[cH:8]1. Reactants: CCOC(=O)CS(=O)(=O)NC1CCc2c(-c3nnc(-c4ccc(OC(C)C)c(C#N)c4)s3)cccc21, CO, [Na+], [OH-]. The product is CC(C)Oc1ccc(-c2nnc(-c3cccc4c3CCC4NS(=O)(=O)CC(=O)O)s2)cc1C#N. Reaction SMILES: [C:1](#[N:2])[c:3]1[cH:4][c:5](-[c:13]2[n:14][n:15][c:16](-[c:18]3[c:19]4[c:23]([cH:24][cH:25][cH:26]3)[CH:22]([NH:27][S:28](=[O:29])(=[O:30])[CH2:31][C:32](=[O:33])[O:34][CH2:35][CH3:36])[CH2:21][CH2:20]4)[s:17]2)[cH:6][cH:7][c:8]1[O:9][CH:10]([CH3:11])[CH3:12].[CH3:39][OH:40].[Na+:38].[OH-:37]>>[C:1](#[N:2])[c:3]1[cH:4][c:5](-[c:13]2[n:14][n:15][c:16](-[c:18]3[c:19]4[c:23]([cH:24][cH:25][cH:26]3)[CH:22]([NH:27][S:28](=[O:29])(=[O:30])[CH2:31][C:32](=[O:33])[OH:34])[CH2:21][CH2:20]4)[s:17]2)[cH:6][cH:7][c:8]1[O:9][CH:10]([CH3:11])[CH3:12]. Starting materials: ClC1=C(C=NC=2N1N=CC2C(=O)OCC)C(=O)OC (Methyl 7-chloro-3-ethoxycarbonylpyrazolo[1,5-a]pyrimidine-6-carboxylate), FC1=CC(=C(N)C=C1)C (4-fluoro-2-methylaniline). Product: C(C)OC(=O)C=1C=NN2C1N=CC(=C2NC2=C(C=C(C=C2)F)C)C(=O)OC (Methyl 3-ethoxycarbonyl-7-(4-fluoro-2-methylphenylamino)pyrazolo[1,5-a]pyrimidine-6-carboxylate). The yield is 100.4%. RXN SMILES: Cl[C:2]1[N:7]2[N:8]=[CH:9][C:10]([C:11]([O:13][CH2:14][CH3:15])=[O:12])=[C:6]2[N:5]=[CH:4][C:3]=1[C:16]([O:18][CH3:19])=[O:17].[F:20][C:21]1[CH:27]=[CH:26][C:24]([NH2:25])=[C:23]([CH3:28])[CH:22]=1>>[CH2:14]([O:13][C:11]([C:10]1[CH:9]=[N:8][N:7]2[C:2]([NH:25][C:24]3[CH:26]=[CH:27][C:21]([F:20])=[CH:22][C:23]=3[CH3:28])=[C:3]([C:16]([O:18][CH3:19])=[O:17])[CH:4]=[N:5][C:6]=12)=[O:12])[CH3:15]. Reported procedure: In the same manner as in Example 1, step 4 and using methyl 7-chloro-3-ethoxycarbonylpyrazolo[1,5-a]pyrimidine-6-carboxylate (2.80 g, 9.87 mmol) obtained in Example 21, step 2 and 4-fluoro-2-methylaniline (1.85 g, 14.8 mmol), the title compound (3.69 g, 100%) was obtained. The reactants are N#Cc1ccc(B(O)O)cc1, Fc1ccc(Br)cn1. Product: N#Cc1ccc(-c2ccc(F)nc2)cc1. Reaction SMILES: [C:9](#[N:10])[c:11]1[cH:12][cH:13][c:14]([B:17]([OH:18])[OH:19])[cH:15][cH:16]1.[F:1][c:2]1[n:3][cH:4][c:5]([Br:8])[cH:6][cH:7]1>>[F:1][c:2]1[n:3][cH:4][c:5](-[c:14]2[cH:13][cH:12][c:11]([C:9]#[N:10])[cH:16][cH:15]2)[cH:6][cH:7]1. Starting materials: OC=1C=C(C(=O)NC2=NN(C=C2)C)C=C(C1)O[C@H](COC)C (3-hydroxy-5-[(1S)-2-methoxy-(1-methylethyl)oxy]-N-(1-methyl-1H-pyrazol-3-yl)benzamide), CCN(CC)P1(=NC(C)(C)C)N(CCCN1C)C (BEMP), C(C1=CC=CC=C1)(=O)[O-].[K+] (potassium benzoate), CC(=O)C1=CC=C(C=C1)F (4-fluoroacetophenone). Run in CN1CCCC1=O (NMP). Conditions: temperature 200 celsius. Yields the product C(C)(=O)C1=CC=C(OC=2C=C(C(=O)NC3=NN(C=C3)C)C=C(C2)O[C@H](COC)C)C=C1 (3-(4-Acetylphenoxy)-5-[(1S)-2-methoxy-1-methylethoxy]-N-(1-methyl-1H-pyrazol-3-yl)benzamide). Yield: 49.8%. RXN SMILES: [OH:1][C:2]1[CH:3]=[C:4]([CH:14]=[C:15]([O:17][C@@H:18]([CH3:22])[CH2:19][O:20][CH3:21])[CH:16]=1)[C:5]([NH:7][C:8]1[CH:12]=[CH:11][N:10]([CH3:13])[N:9]=1)=[O:6].CCN(P1(N(C)CCCN1C)=NC(C)(C)C)CC.C([O-])(=O)C1C=CC=CC=1.[K+].[CH3:51][C:52]([C:54]1[CH:59]=[CH:58][C:57](F)=[CH:56][CH:55]=1)=[O:53]>CN1C(=O)CCC1>[C:52]([C:54]1[CH:59]=[CH:58][C:57]([O:1][C:2]2[CH:3]=[C:4]([CH:14]=[C:15]([O:17][C@@H:18]([CH3:22])[CH2:19][O:20][CH3:21])[CH:16]=2)[C:5]([NH:7][C:8]2[CH:12]=[CH:11][N:10]([CH3:13])[N:9]=2)=[O:6])=[CH:56][CH:55]=1)(=[O:53])[CH3:51] |f:2.3|. Procedure details: A mixture of 3-hydroxy-5-[(1S)-2-methoxy-(1-methylethyl)oxy]-N-(1-methyl-1H-pyrazol-3-yl)benzamide (400 mg, 1.31 mmol), PS-BEMP (2-tert-butylimino-2-diethylamino-1,3-dimethyl-perhydro-1,3,2-diaza-phosphorine, polymer-bound, loading 2.2 mmol/g) (894 mg, 1.97 mmol), potassium benzoate (210 mg, 1.31 mmol) and 4-fluoroacetophenone (0.160 mL, 1.31 mmol) in NMP (10 mL) was heated to 200° C. in a ‘Smith Creator’ microwave for 1 hour. The polymer supported base was filtered off and the resin washed with...